From a dataset of the Open Reaction Database (ORD), a public repository of structured organic reaction records. describe an organic reaction: reactants, conditions, products, and yield Reactants: C1(=CC=CC=C1)P(C1=CC=CC=C1)C1=CC=CC=C1 (triphenylphosphine), FC1=CC=C2C(=CN(C2=C1)C(C)C)C(=O)O (6-fluoro-1-isopropyl-1H-indole-3-carboxylic acid), NC=1SC=CN1 (2-aminothiazole), BrN1C(CCC1=O)=O (N-bromosuccinimide). Run in C(Cl)Cl (methylene chloride). Reaction conditions: temperature 0 celsius, time 15 minute. Yields the product hexanes ethyl acetate, S1C(=NC=C1)NC(=O)C1=CN(C2=CC(=CC=C12)F)C(C)C (6-fluoro-1-isopropyl-1H-indole-3-carboxylic acid thiazol-2-ylamide). The yield is 23.3%. As a reaction SMILES: C1(P(C2C=CC=CC=2)C2C=CC=CC=2)C=CC=CC=1.BrN1C(=O)CCC1=O.[F:28][C:29]1[CH:37]=[C:36]2[C:32]([C:33]([C:41]([OH:43])=O)=[CH:34][N:35]2[CH:38]([CH3:40])[CH3:39])=[CH:31][CH:30]=1.[NH2:44][C:45]1[S:46][CH:47]=[CH:48][N:49]=1>C(Cl)Cl>[S:46]1[CH:47]=[CH:48][N:49]=[C:45]1[NH:44][C:41]([C:33]1[C:32]2[C:36](=[CH:37][C:29]([F:28])=[CH:30][CH:31]=2)[N:35]([CH:38]([CH3:39])[CH3:40])[CH:34]=1)=[O:43]. Reported procedure: A solution of triphenylphosphine (771 mg, 2.94 mmol) in methylene chloride (7 mL) cooled to 0° C. was treated with N-bromosuccinimide (523 mg, 2.94 mmol). The reaction was stirred at 0° C. for 15 min. At this time, the reaction was treated with 6-fluoro-1-isopropyl-1H-indole-3-carboxylic acid (500 mg, 2.26 mmol). The reaction was stirred at 0° C. for 15 min and then was allowed to warm to 25° C. where it was stirred for 15 min. The reaction was then treated with 2-aminothiazole (521 mg, 5.20 mmo...